This data is from the Open Reaction Database (ORD), a public repository of structured organic reaction records. The task is: describe an organic reaction: reactants, conditions, products, and yield Reactants: BrC1=CC=C(C=C1)F (4-bromo-1-fluorobenzene), II (iodine), O1CCC1 (Oxetane), [Mg] (magnesium), [NH4+].[Cl-] (NH4Cl). Solvent: C1CCOC1 (THF), C1CCOC1 (THF). The product is Grignard reagent, FC1=CC=C(C=C1)CCCO (4-Flurobenzenepropanol). Isolated yield 51.6%. As a reaction SMILES: Br[C:2]1[CH:7]=[CH:6][C:5]([F:8])=[CH:4][CH:3]=1.[Mg].II.[O:12]1[CH2:15][CH2:14][CH2:13]1.[NH4+].[Cl-]>C1COCC1>[F:8][C:5]1[CH:6]=[CH:7][C:2]([CH2:15][CH2:14][CH2:13][OH:12])=[CH:3][CH:4]=1 |f:4.5|. Reported procedure: A Grignard reagent was prepared from 4-bromo-1-fluorobenzene (8.0 g)., magnesium turnings (1.10 g), and iodine (one small crystal) in THF (40 ml). Oxetane (2.3 g) in THF (10 ml) was added at RT and the reaction mixture was heated at reflux overnight. The cooled solution was poured into aqueous saturated NH4Cl (100 ml), extracted with ER (2×150 ml) and the combined, dried (Na2SO4) extracts were evaporated. The residual oil was purified by flash chromatography over silica gel (Merck 9285, 0.5 cm w... Reactants: ClC=1C=C2C(=CC=NC2=CC1)CN1N=C2N(C(N=C(C2=C1C1=CC(=CN1C)C#N)NN)=O)CC1CC1 (5-[2-[(6-chloroquinolin-4-yl)methyl]-7-(cyclopropylmethyl)-4-hydrazino-6-oxo-6,7-dihydro-2H-pyrazolo[3,4-d]pyrimidin-3-yl]-1-methyl-1H-pyrrole-3-carbonitrile), N#CBr (cyanogen bromide). Run in O1CCOCC1 (dioxane). Conditions: temperature 100 celsius. Yields the product NC1=NN=C2N1C(N(C=1C2=C(N(N1)CC1=CC=NC2=CC=C(C=C12)Cl)C1=CC(=CN1C)C#N)CC1CC1)=O (5-[3-amino-8-[(6-chloroquinolin-4-yl)methyl]-6-(cyclopropylmethyl)-5-oxo-6,8-dihydro-5H-pyrazolo[4,3-e][1,2,4]triazolo[4,3-c]pyrimidin-9-yl]-1-methyl-1H-pyrrole-3-carbonitrile). RXN SMILES: [Cl:1][C:2]1[CH:3]=[C:4]2[C:9](=[CH:10][CH:11]=1)[N:8]=[CH:7][CH:6]=[C:5]2[CH2:12][N:13]1[C:21]([C:22]2[N:26]([CH3:27])[CH:25]=[C:24]([C:28]#[N:29])[CH:23]=2)=[C:20]2[C:15]([N:16]([CH2:33][CH:34]3[CH2:36][CH2:35]3)[C:17](=[O:32])[N:18]=[C:19]2[NH:30][NH2:31])=[N:14]1.[N:37]#[C:38]Br>O1CCOCC1>[NH2:37][C:38]1[N:18]2[C:17](=[O:32])[N:16]([CH2:33][CH:34]3[CH2:35][CH2:36]3)[C:15]3[C:20](=[C:21]([C:22]4[N:26]([CH3:27])[CH:25]=[C:24]([C:28]#[N:29])[CH:23]=4)[N:13]([CH2:12][C:5]4[C:4]5[C:9](=[CH:10][CH:11]=[C:2]([Cl:1])[CH:3]=5)[N:8]=[CH:7][CH:6]=4)[N:14]=3)[C:19]2=[N:30][N:31]=1. Procedure details: To a solution of 5-[2-[(6-chloroquinolin-4-yl)methyl]-7-(cyclopropylmethyl)-4-hydrazino-6-oxo-6,7-dihydro-2H-pyrazolo[3,4-d]pyrimidin-3-yl]-1-methyl-1H-pyrrole-3-carbonitrile (0.13 g) in dioxane (3 mL) was added cyanogen bromide (0.15 mL). The reaction was heated by microwave at 100° C. for 5 min. The mixture was concentrated and purified by HPLC yielding 27 mg of yellow foam, 1H NMR (300 MHz, CHLOROFORM-D) d ppm 0.56 (m, 4 H) 1.44 (m, 1H) 3.7 (s, 3H) 3.94 (m, 2H) 5.84 (m, 2H) 6.54 (d, 1H) 6.86 ... Starting materials: CCC1Oc2ccccc2NC1=O, S=P12SP3(=S)SP(=S)(S1)SP(=S)(S2)S3, c1ccncc1. The product is CCC1Oc2ccccc2NC1=S. As a reaction SMILES: [CH2:1]([CH3:2])[CH:3]1[O:4][c:5]2[c:6]([cH:10][cH:11][cH:12][cH:13]2)[NH:7][C:8]1=[O:9].[P:14]12(=[S:15])[S:16][P:17]3(=[S:27])[S:18][P:19](=[S:25])([S:20][P:21](=[S:24])([S:22]3)[S:23]1)[S:26]2.[cH:28]1[cH:29][cH:30][n:31][cH:32][cH:33]1>>[CH2:1]([CH3:2])[CH:3]1[O:4][c:5]2[c:6]([cH:10][cH:11][cH:12][cH:13]2)[NH:7][C:8]1=[S:15]. Reactants: CN(C1=CC=CC=C1)CC (N-methyl-N-ethylaniline), BrCCC (bromopropane). Solvent: C(C)#N (acetonitrile). The product is [Br-].C(CC)[N+](C1=CC=CC=C1)(CC)C (N-propyl-N-methyl-N-ethylanilinium bromide). Reaction SMILES: [CH3:1][N:2]([CH2:9][CH3:10])[C:3]1[CH:8]=[CH:7][CH:6]=[CH:5][CH:4]=1.[Br:11][CH2:12][CH2:13][CH3:14]>C(#N)C>[Br-:11].[CH2:12]([N+:2]([CH3:1])([CH2:9][CH3:10])[C:3]1[CH:8]=[CH:7][CH:6]=[CH:5][CH:4]=1)[CH2:13][CH3:14] |f:3.4|. Procedure details: 100 mmol of N-methyl-N-ethylaniline (Aldrich) were quaternized with 100 mmol of bromopropane (Aldrich) at reflux in 100 ml of acetonitrile for 48 hours. After evaporation of the solvent, the N-propyl-N-methyl-N-ethylanilinium bromide (PMEA.Br) obtained was purified by washing with ether. 50 mmol of KBFST were added to 50 mmol of PMEA.Br in 100 ml of water, and then the solution was extracted with twice 50 ml of dichloromethane. After evaporation of the solvent and drying under vacuum, PMEA.BFST ... Starting materials: CCOC(=O)c1cccc(N)c1, CC(=O)c1ccccc1, O, c1ccccc1. The product is CCOC(=O)c1cccc(N=C(C)c2ccccc2)c1. As a reaction SMILES: [C:10](=[O:11])([O:12][CH2:13][CH3:14])[c:15]1[cH:16][c:17]([NH2:18])[cH:19][cH:20][cH:21]1.[CH3:1][C:2](=[O:3])[c:4]1[cH:5][cH:6][cH:7][cH:8][cH:9]1.[OH2:28].[cH:22]1[cH:23][cH:24][cH:25][cH:26][cH:27]1>>[CH3:1][C:2]([c:4]1[cH:5][cH:6][cH:7][cH:8][cH:9]1)=[N:18][c:17]1[cH:16][c:15]([C:10](=[O:11])[O:12][CH2:13][CH3:14])[cH:21][cH:20][cH:19]1. Starting materials: C1(CCCC1)[Mg]Cl (cyclopentylmagnesium chloride), ClC1=C(C=C(C(=O)OC)C=C1)C(F)(F)F (methyl 4-chloro-3-(trifluoromethyl)benzoate). The reagents and catalysts are [Cl-].[Zn+2].[Cl-] (zinc(II) chloride), CC(C)([P](C(C)(C)C)([Pd][P](C(C)(C)C)(C(C)(C)C)C(C)(C)C)C(C)(C)C)C (bis(tri-tert-butylphosphine)palladium). Run at time 1 hour. Yields the product C1(CCCC1)C1=C(C=C(C(=O)OC)C=C1)C(F)(F)F (Methyl 4-Cyclopentyl-3-(trifluoromethyl)benzoate). Yield: 95.8%. RXN SMILES: [CH:1]1([Mg]Cl)[CH2:5][CH2:4][CH2:3][CH2:2]1.Cl[C:9]1[CH:18]=[CH:17][C:12]([C:13]([O:15][CH3:16])=[O:14])=[CH:11][C:10]=1[C:19]([F:22])([F:21])[F:20]>[Cl-].[Zn+2].[Cl-].CC(C)([P](C(C)(C)C)([Pd][P](C(C)(C)C)(C(C)(C)C)C(C)(C)C)C(C)(C)C)C>[CH:1]1([C:9]2[CH:18]=[CH:17][C:12]([C:13]([O:15][CH3:16])=[O:14])=[CH:11][C:10]=2[C:19]([F:20])([F:22])[F:21])[CH2:5][CH2:4][CH2:3][CH2:2]1 |f:2.3.4,^1:28,34|. Procedure details: To zinc(II) chloride (0.5 M solution in tetrahydrofuran, 88.0 mL, 44.0 mmol) was added cyclopentylmagnesium chloride (2 M solution in ether, 20.5 mL, 41.1 mmol). The resulting suspension was stirred at room temperature for 1 h. To the above suspension was added methyl 4-chloro-3-(trifluoromethyl)benzoate (7.00 g, 29.3 mmol) and bis(tri-tert-butylphosphine)palladium (1.35 g, 2.64 mmol) at room temperature. The mixture was heated under reflux for 2 h. The mixture was allowed to cool to room temper... Starting materials: COCCN1CCC(CC1)NC=1N=CC2=C(N1)CC(N2)=O (2-[1-(2-Methoxy-ethyl)-piperidin-4-ylamino]-5,7-dihydro-pyrrolo[3,2-d]pyrimidin-6-one), N1C(=NC2=C1C=CC=C2)C(=O)C2=CC(=CC=C2)Cl ((1H-benzoimidazol-2-yl)-(3-chloro-phenyl)-methanone). Run in CCO (EtOH), N (ammonia). Reaction conditions: time 8 hour. Product: N1C(=NC2=C1C=CC=C2)C(=C2C(NC1=C2N=C(N=C1)NC1CCN(CC1)CCOC)=O)C1=CC(=CC=C1)Cl (7-[(1H-Benzoimidazol-2-yl)-(3-chloro-phenyl)-methylene]-2-[1-(2-methoxy-ethyl)-piperidin-4ylamino]-5,7-dihydro-pyrrolo[3,2-d]pyrimidin-6-one). RXN SMILES: [CH3:1][O:2][CH2:3][CH2:4][N:5]1[CH2:10][CH2:9][CH:8]([NH:11][C:12]2[N:13]=[CH:14][C:15]3[NH:20][C:19](=[O:21])[CH2:18][C:16]=3[N:17]=2)[CH2:7][CH2:6]1.[NH:22]1[C:26]2[CH:27]=[CH:28][CH:29]=[CH:30][C:25]=2[N:24]=[C:23]1[C:31]([C:33]1[CH:38]=[CH:37][CH:36]=[C:35]([Cl:39])[CH:34]=1)=O>CCO.N>[NH:22]1[C:26]2[CH:27]=[CH:28][CH:29]=[CH:30][C:25]=2[N:24]=[C:23]1[C:31]([C:33]1[CH:38]=[CH:37][CH:36]=[C:35]([Cl:39])[CH:34]=1)=[C:18]1[C:16]2[N:17]=[C:12]([NH:11][CH:8]3[CH2:7][CH2:6][N:5]([CH2:4][CH2:3][O:2][CH3:1])[CH2:10][CH2:9]3)[N:13]=[CH:14][C:15]=2[NH:20][C:19]1=[O:21]. Procedure: A mixture of crude 2-[1-(2-methoxy-ethyl)-piperidin-4-ylamino]-5,7-dihydro-pyrrolo[3,2-d]pyrimidin-6-one, TFA salts (8, 519 mgs, 0.71 mmol) and (1H-benzoimidazol-2-yl)-(3-chloro-phenyl)-methanone (9, 192 mgs, 0.75 mmol) was dissolved in EtOH saturated with ammonia (8.0 mls) and the mixture stirred at 90 C in a sealed reaction vessel overnight. The reaction mixture was concentrated in vacuo and purified by preparative HPLC to give 7-[(1H-Benzoimidazol-2-yl)-(3-chloro-phenyl)-methylene]-2-[1-(2-me... Starting materials: [H-].[Na+] (sodium hydride), oil, C(CCCCCCCC)(N)=NO (n-nonanamidoxime), C1(=CC=CC=C1)C(N1C=NCC(C1)C(=O)OC)(C1=CC=CC=C1)C1=CC=CC=C1 (1-Triphenylmethyl-1,4,5,6-tetrahydro-5-methoxycarbonylpyrimidine). Run in C1CCOC1 (THF), C1CCOC1 (THF). Reaction conditions: temperature 0 celsius, time 18 hour. The product is C1(=CC=CC=C1)C(N1C=NCC(C1)C1=NC(=NO1)CCCCCCCC)(C1=CC=CC=C1)C1=CC=CC=C1 (1-triphenylmethyl-1,4,5,6-tetrahydro-5-(3-octyl-1,2,4-oxadiazol-5-yl)pyrimidine). The yield is 59.2%. RXN SMILES: [H-].[Na+].[C:3](=[N:13][OH:14])([NH2:12])[CH2:4][CH2:5][CH2:6][CH2:7][CH2:8][CH2:9][CH2:10][CH3:11].[C:15]1([C:21]([C:38]2[CH:43]=[CH:42][CH:41]=[CH:40][CH:39]=2)([C:32]2[CH:37]=[CH:36][CH:35]=[CH:34][CH:33]=2)[N:22]2[CH2:27][CH:26]([C:28](OC)=O)[CH2:25][N:24]=[CH:23]2)[CH:20]=[CH:19][CH:18]=[CH:17][CH:16]=1>C1COCC1>[C:38]1([C:21]([C:15]2[CH:16]=[CH:17][CH:18]=[CH:19][CH:20]=2)([C:32]2[CH:33]=[CH:34][CH:35]=[CH:36][CH:37]=2)[N:22]2[CH2:27][CH:26]([C:28]3[O:14][N:13]=[C:3]([CH2:4][CH2:5][CH2:6][CH2:7][CH2:8][CH2:9][CH2:10][CH3:11])[N:12]=3)[CH2:25][N:24]=[CH:23]2)[CH:43]=[CH:42][CH:41]=[CH:40][CH:39]=1 |f:0.1|. Procedure details: Prepared by a procedure similar to Example 9, where sodium hydride (60% dispersion in mineral oil 104 mg, 2.6 mmol) and n-nonanamidoxime (448 mg, 2.6 mmol) were suspended in dry THF in an oven dried round bottom flask with stirring under nitrogen at 0° C. After 15 minutes stirring the ice bath was removed and the grey suspension refluxed 45 minutes to give a white suspension. 1-Triphenylmethyl-1,4,5,6-tetrahydro-5-methoxycarbonylpyrimidine (1.0 g, 2.6 mmol) was added dissolved in dry THF and ref... Starting materials: C, CCOC(=O)C(C)(C)C(O[Si](C)(C)C(C)(C)C)C(C)NC(=O)OCc1ccccc1, CO, [Pd]. The product is CC1NC(=O)C(C)(C)C1O[Si](C)(C)C(C)(C)C. RXN SMILES: [C:33].[CH2:1]([O:2][C:3](=[O:7])[NH:11][CH:12]([CH:13]([C:14]([C:15]([O:4][CH2:5][CH3:6])=[O:16])([CH3:20])[CH3:21])[O:22][Si:23]([CH3:24])([CH3:25])[C:26]([CH3:27])([CH3:28])[CH3:29])[CH3:30])[c:8]1[cH:9][cH:10][cH:17][cH:18][cH:19]1.[CH3:31][OH:32].[Pd:34]>>[NH:11]1[CH:12]([CH3:30])[CH:13]([O:22][Si:23]([CH3:24])([CH3:25])[C:26]([CH3:27])([CH3:28])[CH3:29])[C:14]([CH3:20])([CH3:21])[C:15]1=[O:16]. Reactants: ClC1=C2C(=NC=C1C#N)SC=1CN(CCC12)C(=O)OC(C)(C)C (tert-Butyl 4-chloro-3-cyano-5,8-dihydrothieno[2,3-b:5,4-c′]dipyridine-7(6H)-carboxylate), N1=C(C=CC=C1)CN1N=CC2=CC(=CC=C12)N (1-(Pyridin-2-ylmethyl)-1H-indazol-5-amine). Product: C(#N)C=1C(=C2C(=NC1)SC=1CN(CCC12)C(=O)OC(C)(C)C)NC=1C=C2C=NN(C2=CC1)CC1=NC=CC=C1 (tert-Butyl 3-cyano-4-{[1-(pyridin-2-ylmethyl)-1H-indazol-5-yl]amino}-5,8-dihydrothieno[2,3-b:5,4-c′]dipyridine-7(6H)-carboxylate). RXN SMILES: Cl[C:2]1[C:7]([C:8]#[N:9])=[CH:6][N:5]=[C:4]2[S:10][C:11]3[CH2:12][N:13]([C:17]([O:19][C:20]([CH3:23])([CH3:22])[CH3:21])=[O:18])[CH2:14][CH2:15][C:16]=3[C:3]=12.[N:24]1[CH:29]=[CH:28][CH:27]=[CH:26][C:25]=1[CH2:30][N:31]1[C:39]2[C:34](=[CH:35][C:36]([NH2:40])=[CH:37][CH:38]=2)[CH:33]=[N:32]1>>[C:8]([C:7]1[C:2]([NH:40][C:36]2[CH:35]=[C:34]3[C:39](=[CH:38][CH:37]=2)[N:31]([CH2:30][C:25]2[CH:26]=[CH:27][CH:28]=[CH:29][N:24]=2)[N:32]=[CH:33]3)=[C:3]2[C:16]3[CH2:15][CH2:14][N:13]([C:17]([O:19][C:20]([CH3:23])([CH3:22])[CH3:21])=[O:18])[CH2:12][C:11]=3[S:10][C:4]2=[N:5][CH:6]=1)#[N:9]. Procedure details: In analogy to Example 54A, the compound was synthesized from tert-butyl 4-chloro-3-cyano-5,8-dihydrothieno[2,3-b:5,4-c′]dipyridine-7(6H)-carboxylate from Example 53A (220 mg, 0.63 mmol) and 1-(pyridin-2-ylmethyl)-1H-indazol-5-amine from Example 61A (141 mg, 0.63 mmol) to yield 177 mg (52%).